From a dataset of the Open Reaction Database (ORD), a public repository of structured organic reaction records. describe an organic reaction: reactants, conditions, products, and yield The reactants are O=C([O-])O, CC#N, CCOC(C)=O, [Na+], [Na+], [Na+], O, O, O, O, O, CCCc1c(Cc2ccc(-c3ccccc3-c3noc(=O)[nH]3)cc2)c(=O)n(CC(O)C(C)(C)C)c2nc(C)nn12, O=S([O-])([O-])=S. Product: CCCc1c(Cc2ccc(-c3ccccc3-c3noc(=O)[nH]3)cc2)c(=O)n(CC(=O)C(C)(C)C)c2nc(C)nn12. Reaction SMILES: [C:44](=[O:45])([O-:46])[OH:47].[CH3:41][C:42]#[N:43].[CH3:61][CH2:62][O:63][C:64](=[O:65])[CH3:66].[Na+:48].[Na+:59].[Na+:60].[OH2:49].[OH2:50].[OH2:51].[OH2:52].[OH2:53].[OH:1][CH:2]([CH2:3][n:4]1[c:5]2[n:6]([c:7]([CH2:30][CH2:31][CH3:32])[c:8]([CH2:11][c:12]3[cH:13][cH:14][c:15](-[c:18]4[c:19](-[c:24]5[n:25][o:26][c:27](=[O:29])[nH:28]5)[cH:20][cH:21][cH:22][cH:23]4)[cH:16][cH:17]3)[c:9]1=[O:10])[n:33][c:34]([CH3:36])[n:35]2)[C:37]([CH3:38])([CH3:39])[CH3:40].[S:54]([O-:55])([O-:56])(=[O:57])=[S:58]>>[O:1]=[C:2]([CH2:3][n:4]1[c:5]2[n:6]([c:7]([CH2:30][CH2:31][CH3:32])[c:8]([CH2:11][c:12]3[cH:13][cH:14][c:15](-[c:18]4[c:19](-[c:24]5[n:25][o:26][c:27](=[O:29])[nH:28]5)[cH:20][cH:21][cH:22][cH:23]4)[cH:16][cH:17]3)[c:9]1=[O:10])[n:33][c:34]([CH3:36])[n:35]2)[C:37]([CH3:38])([CH3:39])[CH3:40]. Reactants: FC=1C=C(COC2=NC(N3C(N(CCC3)CC(=O)O)=C2)=O)C=CC1F (2-(8-((3,4-difluorobenzyl)oxy)-6-oxo-2,3,4,6-tetrahydro-1H-pyrimido[1,6-a]pyrimidin-1-yl)acetic acid), CN1CCNCC1 (1-methylpiperazine). The product is FC=1C=C(COC2=NC(N3C(N(CCC3)CC(=O)N3CCN(CC3)C)=C2)=O)C=CC1F (8-((3,4-difluorobenzyl)oxy)-1-(2-(4-methylpiperazin-1-yl)-2-oxoethyl)-3,4-dihydro-1H-pyrimido[1,6-a]pyrimidin-6(2H)-one). RXN SMILES: [F:1][C:2]1[CH:3]=[C:4]([CH:22]=[CH:23][C:24]=1[F:25])[CH2:5][O:6][C:7]1[CH:20]=[C:11]2[N:12]([CH2:16][C:17](O)=[O:18])[CH2:13][CH2:14][CH2:15][N:10]2[C:9](=[O:21])[N:8]=1.[CH3:26][N:27]1[CH2:32][CH2:31][NH:30][CH2:29][CH2:28]1>>[F:1][C:2]1[CH:3]=[C:4]([CH:22]=[CH:23][C:24]=1[F:25])[CH2:5][O:6][C:7]1[CH:20]=[C:11]2[N:12]([CH2:16][C:17]([N:30]3[CH2:31][CH2:32][N:27]([CH3:26])[CH2:28][CH2:29]3)=[O:18])[CH2:13][CH2:14][CH2:15][N:10]2[C:9](=[O:21])[N:8]=1. Reported procedure: The title compound was prepared by a procedure similar to that described for E13 starting from 2-(8-((3,4-difluorobenzyl)oxy)-6-oxo-2,3,4,6-tetrahydro-1H-pyrimido[1,6-a]pyrimidin-1-yl)acetic acid and 1-methylpiperazine. Starting materials: C=C(C)c1cncc(C(OC)OC)c1, ClCCl, O=C(OO)c1cccc(Cl)c1. Yields the product C=C(C)c1cc(C(OC)OC)c[n+]([O-])c1. As a reaction SMILES: [CH3:1][O:2][CH:3]([c:4]1[cH:5][n:6][cH:7][c:8]([C:10](=[CH2:11])[CH3:12])[cH:9]1)[O:13][CH3:14].[Cl:26][CH2:27][Cl:28].[OH:15][O:16][C:17]([c:18]1[cH:19][c:20]([Cl:21])[cH:22][cH:23][cH:24]1)=[O:25]>>[CH3:1][O:2][CH:3]([c:4]1[cH:5][n+:6]([O-:15])[cH:7][c:8]([C:10](=[CH2:11])[CH3:12])[cH:9]1)[O:13][CH3:14]. Reactants: C(C)C1=NC2=C(N1C1=NC(=C3N=C(N(C3=N1)C)C=O)N1CCOCC1)C=CC=C2 (2-(2-ethylbenzoimidazol-1-yl)-9-methyl-6-morpholin-4-yl-9H-purine-8-carbaldehyde), N1CC(C1)N1C[C@H](CC1)O ((S)-1-azetidin-3-ylpyrrolidin-3-ol), C(C)(=O)O[BH-](OC(C)=O)OC(C)=O.[Na+] (sodium triacetoxyborohydride). Solvent: ClCCCl (DCE). Reaction conditions: time 65 hour. Product: C(C)C1=NC2=C(N1C1=NC(=C3N=C(N(C3=N1)C)CN1CC(C1)N1C[C@H](CC1)O)N1CCOCC1)C=CC=C2 ((S)-1-(1-((2-(2-ethyl-1H-benzo[d]imidazol-1-yl)-9-methyl-6-morpholino-9H-purin-8-yl)methyl)azetidin-3-yl)pyrrolidin-3-ol). Isolated yield 52.8%. RXN SMILES: [CH2:1]([C:3]1[N:7]([C:8]2[N:16]=[C:15]3[C:11]([N:12]=[C:13]([CH:18]=O)[N:14]3[CH3:17])=[C:10]([N:20]3[CH2:25][CH2:24][O:23][CH2:22][CH2:21]3)[N:9]=2)[C:6]2[CH:26]=[CH:27][CH:28]=[CH:29][C:5]=2[N:4]=1)[CH3:2].[NH:30]1[CH2:33][CH:32]([N:34]2[CH2:38][CH2:37][C@H:36]([OH:39])[CH2:35]2)[CH2:31]1.C(O[BH-](OC(=O)C)OC(=O)C)(=O)C.[Na+]>ClCCCl>[CH2:1]([C:3]1[N:7]([C:8]2[N:16]=[C:15]3[C:11]([N:12]=[C:13]([CH2:18][N:30]4[CH2:33][CH:32]([N:34]5[CH2:38][CH2:37][C@H:36]([OH:39])[CH2:35]5)[CH2:31]4)[N:14]3[CH3:17])=[C:10]([N:20]3[CH2:25][CH2:24][O:23][CH2:22][CH2:21]3)[N:9]=2)[C:6]2[CH:26]=[CH:27][CH:28]=[CH:29][C:5]=2[N:4]=1)[CH3:2] |f:2.3|. Procedure: A mixture of 2-(2-ethylbenzoimidazol-1-yl)-9-methyl-6-morpholin-4-yl-9H-purine-8-carbaldehyde (100 mg, 0.26 mmol), (S)-1-azetidin-3-ylpyrrolidin-3-ol (41 mg, 0.28 mmol) and 4 Å powdered molecular sieves (200 mg) in DCE (6 mL) was stirred at room temperature for 2 h before the addition of sodium triacetoxyborohydride (108 mg, 0.51 mmol). The reaction mixture was stirred for 65 h then filtered through celite, washing with DCM. The organic phase was washed with brine (×1) and concentrated in vacuo.... Starting materials: NC1=NC(=CC(=N1)NC(C)(C)C)Cl (2-amino-4-tert-butylamino-6-chloropyrimidine), ClC1=CC(=CC=C1)C(=O)OO (meta-chloroperbenzoic acid). Solvent: C(C)O (ethanol), C(C)O (ethanol). Reaction conditions: time 30 minute. Product: NC1=NC(=CC(=[N+]1[O-])NC(C)(C)C)Cl (2-amino-4-tert-butylamino-6-chloropyrimidine 3-oxide). The yield is 13.4%. Reaction SMILES: [NH2:1][C:2]1[N:7]=[C:6]([NH:8][C:9]([CH3:12])([CH3:11])[CH3:10])[CH:5]=[C:4]([Cl:13])[N:3]=1.ClC1C=CC=C(C(OO)=[O:22])C=1>C(O)C>[NH2:1][C:2]1[N+:7]([O-:22])=[C:6]([NH:8][C:9]([CH3:10])([CH3:12])[CH3:11])[CH:5]=[C:4]([Cl:13])[N:3]=1. Procedure details: 9 g of 2-amino-4-tert-butylamino-6-chloropyrimidine are suspended in 90 ml of ethanol. 24.70 g of meta-chloroperbenzoic acid are added dropwise as solution in 250 ml of ethanol. The reaction mixture is stirred at room temperature for 7 hours 30 minutes. It is evaporated to dryness. The residue is taken up in 100 ml of water. The pH is adjusted to 1 by adding concentrated hydrochloric acid. After 1 hour's stirring the precipitate is filtered off on sintered glass and then discarded. The filtrates... The product is COCC1(O)CCN(Cc2ccccc2)C1. RXN SMILES: [CH2:1]([c:2]1[cH:3][cH:4][cH:5][cH:6][cH:7]1)[N:8]1[CH2:9][C:10]2([CH2:11][O:12]2)[CH2:13][CH2:14]1.[CH3:15][O-:16].[CH3:18][OH:19].[Na+:17]>>[CH2:1]([c:2]1[cH:3][cH:4][cH:5][cH:6][cH:7]1)[N:8]1[CH2:9][C:10]([CH2:11][O:16][CH3:15])([OH:12])[CH2:13][CH2:14]1. Starting materials: c1ccc(CN2CCC3(CO3)C2)cc1, C[O-], CO, [Na+].